Task: describe an organic reaction: reactants, conditions, products, and yield. Dataset: the Open Reaction Database (ORD), a public repository of structured organic reaction records The product is ClC1=C(C(=O)OC(C)C)C=C(C(=C1)F)N1C(NC(=C(C1=O)C)C)=O (isopropyl 2-chloro-4-fluoro-5-[3,6-dihydro-4,5-dimethyl-2,6-dioxo-1(2H)-pyrimidinyl]-benzoate). Procedure details: using isopropyl 2-chloro-4-fluoro-5-{3-[2-(ethoxycarbonyl)-1-methylpropenyl]ureido}-benzoate with sodium isopropylate in an isopropanol/dimethylformamide mixture there is obtained isopropyl 2-chloro-4-fluoro-5-[3,6-dihydro-4,5-dimethyl-2,6-dioxo-1(2H)-pyrimidinyl]-benzoate, m.p. 155°-157° C., Reactants: ClC1=C(C(=O)OC(C)C)C=C(C(=C1)F)NC(=O)NC(=C(C)C(=O)OCC)C (isopropyl 2-chloro-4-fluoro-5-{3-[2-(ethoxycarbonyl)-1-methylpropenyl]ureido}-benzoate), [Na] (sodium). RXN SMILES: [Cl:1][C:2]1[CH:13]=[C:12]([F:14])[C:11]([NH:15][C:16]([NH:18][C:19]([CH3:27])=[C:20]([C:22](OCC)=[O:23])[CH3:21])=[O:17])=[CH:10][C:3]=1[C:4]([O:6][CH:7]([CH3:9])[CH3:8])=[O:5].[Na]>C(O)(C)C.CN(C)C=O>[Cl:1][C:2]1[CH:13]=[C:12]([F:14])[C:11]([N:15]2[C:22](=[O:23])[C:20]([CH3:21])=[C:19]([CH3:27])[NH:18][C:16]2=[O:17])=[CH:10][C:3]=1[C:4]([O:6][CH:7]([CH3:9])[CH3:8])=[O:5] |f:2.3,^1:27|. Run in C(C)(C)O.CN(C=O)C (isopropanol dimethylformamide). The reactants are CC(Br)C(=O)Br, CC(=O)[O-], CCCCOc1cc(C)c(N)c(C)c1, CC(=O)O, [Na+], O, O, O, O. Product: CCCCOc1cc(C)c(NC(=O)C(C)Br)c(C)c1. RXN SMILES: [Br:15][CH:16]([C:17](=[O:18])[Br:19])[CH3:20].[C:24]([O-:25])(=[O:26])[CH3:27].[CH2:1]([CH2:2][CH2:3][CH3:4])[O:5][c:6]1[cH:7][c:8]([CH3:14])[c:9]([NH2:10])[c:11]([CH3:13])[cH:12]1.[CH3:29][C:30](=[O:31])[OH:32].[Na+:28].[OH2:21].[OH2:22].[OH2:23].[OH2:33]>>[CH2:1]([CH2:2][CH2:3][CH3:4])[O:5][c:6]1[cH:7][c:8]([CH3:14])[c:9]([NH:10][C:17]([CH:16]([Br:15])[CH3:20])=[O:18])[c:11]([CH3:13])[cH:12]1.